describe an organic reaction: reactants, conditions, products, and yield From a dataset of the Open Reaction Database (ORD), a public repository of structured organic reaction records. Reactants: 1-chloracetyl-4-(4-chloro-2-fluoro-phenyl)-piperazine, [N+](=O)([O-])C1=C(C=C(C=C1)N[C@@H]1CC[C@H](CC1)O)C(F)(F)F (trans-4-(4-nitro-3-trifluoromethyl-phenylamino)-cyclohexanol), 1-chloracetyl-4-(4-chloro-2-fluoro-phenyl)-piperazine, ClCC(=O)N1CCN(CC1)C1=C(C=C(C=C1)Cl)F (2-chloro-1-[4-(4-chloro-2-fluoro-phenyl)-piperazin-1-yl]-ethanone), ClC1=CC(=C(C=C1)N1CCNCC1)F (1-(4-chloro-2-fluoro-phenyl)-piperazine), ClCC(=O)Cl (chloroacetyl chloride). Product: ClC1=CC(=C(C=C1)N1CCN(CC1)C(CO[C@@H]1CC[C@H](CC1)NC1=CC(=C(C=C1)[N+](=O)[O-])C(F)(F)F)=O)F (1-[4-(4-chloro-2-fluoro-phenyl)-piperazin-1-yl]-2-[trans-4-(4-nitro-3-trifluoromethyl-phenylamino)-cyclohexyloxy]-ethanone), product. The yield is 13.0%. As a reaction SMILES: Cl[CH2:2][C:3]([N:5]1[CH2:10][CH2:9][N:8]([C:11]2[CH:16]=[CH:15][C:14]([Cl:17])=[CH:13][C:12]=2[F:18])[CH2:7][CH2:6]1)=[O:4].ClC1C=CC(N2CCNCC2)=C(F)C=1.ClCC(Cl)=O.[N+:38]([C:41]1[CH:46]=[CH:45][C:44]([NH:47][C@H:48]2[CH2:53][CH2:52][C@H:51]([OH:54])[CH2:50][CH2:49]2)=[CH:43][C:42]=1[C:55]([F:58])([F:57])[F:56])([O-:40])=[O:39]>>[Cl:17][C:14]1[CH:15]=[CH:16][C:11]([N:8]2[CH2:9][CH2:10][N:5]([C:3](=[O:4])[CH2:2][O:54][C@H:51]3[CH2:52][CH2:53][C@H:48]([NH:47][C:44]4[CH:45]=[CH:46][C:41]([N+:38]([O-:40])=[O:39])=[C:42]([C:55]([F:56])([F:57])[F:58])[CH:43]=4)[CH2:49][CH2:50]3)[CH2:6][CH2:7]2)=[C:12]([F:18])[CH:13]=1. Procedure: 1-[4-(4-Chloro-2-fluoro-phenyl)-piperazin-1-yl]-2-[trans-4-(4-nitro-3-trifluoromethyl-phenylamino)-cyclohexyloxy]-ethanone was prepared using a two-step synthesis. In the first step, 1-chloracetyl-4-(4-chloro-2-fluoro-phenyl)-piperazine (also known as 2-chloro-1-[4-(4-chloro-2-fluoro-phenyl)-piperazin-1-yl]-ethanone) was prepared from 1-(4-chloro-2-fluoro-phenyl)-piperazine and chloroacetyl chloride using the procedure illustrated in Example 4. In the second step, the 1-[4-(4-chloro-2-fluoro-phe...